Dataset: the Open Reaction Database (ORD), a public repository of structured organic reaction records. Task: describe an organic reaction: reactants, conditions, products, and yield Reactants: COC=C1C(=O)NC(=O)c2ccccc21, CN(C)C=O, Nc1ccc2ncccc2c1. Product: O=C1NC(=O)c2ccccc2C1=CNc1ccc2ncccc2c1. As a reaction SMILES: [CH3:1][O:2][CH:3]=[C:4]1[C:5](=[O:15])[NH:6][C:7](=[O:14])[c:8]2[cH:9][cH:10][cH:11][cH:12][c:13]21.[CH3:27][N:28]([CH3:29])[CH:30]=[O:31].[n:16]1[cH:17][cH:18][cH:19][c:20]2[cH:21][c:22]([NH2:26])[cH:23][cH:24][c:25]12>>[CH:3](=[C:4]1[C:5](=[O:15])[NH:6][C:7](=[O:14])[c:8]2[cH:9][cH:10][cH:11][cH:12][c:13]21)[NH:26][c:22]1[cH:21][c:20]2[cH:19][cH:18][cH:17][n:16][c:25]2[cH:24][cH:23]1. Reactants: CC#N, CCOC(C)=O, O=C(CCl)Nc1cccc(-c2cnc3ccccc3n2)c1, Clc1ccc(N2CCNCC2)cc1, Cl, Cl, [K+], [K+], O=C([O-])[O-]. The product is O=C(CN1CCN(c2ccc(Cl)cc2)CC1)Nc1cccc(-c2cnc3ccccc3n2)c1. RXN SMILES: [CH3:43][C:44]#[N:45].[CH3:46][CH2:47][O:48][C:49](=[O:50])[CH3:51].[Cl:1][CH2:2][C:3](=[O:4])[NH:5][c:6]1[cH:7][c:8](-[c:12]2[n:13][c:14]3[cH:15][cH:16][cH:17][cH:18][c:19]3[n:20][cH:21]2)[cH:9][cH:10][cH:11]1.[Cl:24][c:25]1[cH:26][cH:27][c:28]([N:31]2[CH2:32][CH2:33][NH:34][CH2:35][CH2:36]2)[cH:29][cH:30]1.[ClH:22].[ClH:23].[K+:37].[K+:38].[O-:39][C:40]([O-:41])=[O:42]>>[CH2:2]([C:3](=[O:4])[NH:5][c:6]1[cH:7][c:8](-[c:12]2[n:13][c:14]3[cH:15][cH:16][cH:17][cH:18][c:19]3[n:20][cH:21]2)[cH:9][cH:10][cH:11]1)[N:34]1[CH2:33][CH2:32][N:31]([c:28]2[cH:27][cH:26][c:25]([Cl:24])[cH:30][cH:29]2)[CH2:36][CH2:35]1. The reactants are C(C)(=O)SCC(C(=O)O)C (3-acetylthio-2-(RS) methylpropionic acid), C(=O)(OC)C1NCC2CCCCC12 (1-(RS) carbomethoxy perhydroisoindole), C(=O)(OCC)C1NC2=CC=CC=C2C1 (2-(RS)-carbethoxyindoline). Product: SCC(C(=O)N1C(C2CCCCC2C1)C(=O)O)C (N-[3-mercapto 2-(RS) methylpropionyl] 1-(RS) carboxy perhydroisoindole). As a reaction SMILES: C([S:4][CH2:5][CH:6]([CH3:10])[C:7]([OH:9])=O)(=O)C.[C:11]([CH:15]1[CH:23]2[CH:18]([CH2:19][CH2:20][CH2:21][CH2:22]2)[CH2:17][NH:16]1)([O:13]C)=[O:12].C(C1CC2C(=CC=CC=2)N1)(OCC)=O>>[SH:4][CH2:5][CH:6]([CH3:10])[C:7]([N:16]1[CH2:17][CH:18]2[CH:23]([CH2:22][CH2:21][CH2:20][CH2:19]2)[CH:15]1[C:11]([OH:13])=[O:12])=[O:9]. Procedure: Using the method described in example 1, beginning with 3-acetylthio-2-(RS) methylpropionic acid and 1-(RS) carbomethoxy perhydroisoindole, prepared according to the method described in example 13 for 2-(RS)-carbethoxyindoline, the following are obtained successively: Reagents/catalysts: C=1C=CC(=CC1)[P](C=2C=CC=CC2)(C=3C=CC=CC3)[Pd]([P](C=4C=CC=CC4)(C=5C=CC=CC5)C=6C=CC=CC6)([P](C=7C=CC=CC7)(C=8C=CC=CC8)C=9C=CC=CC9)[P](C=1C=CC=CC1)(C=1C=CC=CC1)C=1C=CC=CC1 (Tetrakis(triphenylphosphine)palladium), [C-]#N.[Zn+2].[C-]#N (zinc cyanide). The reactants are BrC=1C=CC2=C(N(C=N2)C2=NC(=NC=C2)N)C1 (4-(6-bromo-1H-1,3-benzodiazol-1-yl)pyrimidin-2-amine), CN(C)C=O (DMF), [Cl-].[NH4+] (ammonium chloride). Reported procedure: To a round bottom flask equipped with a condenser and nitrogen bubbler attached to a bleach scrubber bath was added 4-(6-bromo-1H-1,3-benzodiazol-1-yl)pyrimidin-2-amine (90% purity, 83 mg, 0.26 mmol) and zinc cyanide (30.23 mg, 0.26 mmol) in de-gassed DMF (2 mL). Tetrakis(triphenylphosphine)palladium (29.75 mg, 0.03 mmol) was then added and the reaction heated stirred at 100° C. under nitrogen for 30 min. The reaction mixture was allowed to cool to RT and poured into saturated aqueous ammonium c... Run at temperature 100 celsius, time 30 minute. Reaction SMILES: Br[C:2]1[CH:3]=[CH:4][C:5]2[N:9]=[CH:8][N:7]([C:10]3[CH:15]=[CH:14][N:13]=[C:12]([NH2:16])[N:11]=3)[C:6]=2[CH:17]=1.[Cl-].[NH4+].[CH3:20][N:21](C=O)C>[C-]#N.[Zn+2].[C-]#N.C1C=CC([P]([Pd]([P](C2C=CC=CC=2)(C2C=CC=CC=2)C2C=CC=CC=2)([P](C2C=CC=CC=2)(C2C=CC=CC=2)C2C=CC=CC=2)[P](C2C=CC=CC=2)(C2C=CC=CC=2)C2C=CC=CC=2)(C2C=CC=CC=2)C2C=CC=CC=2)=CC=1>[NH2:16][C:12]1[N:11]=[C:10]([N:7]2[C:6]3[CH:17]=[C:2]([C:20]#[N:21])[CH:3]=[CH:4][C:5]=3[N:9]=[CH:8]2)[CH:15]=[CH:14][N:13]=1 |f:1.2,4.5.6,^1:33,35,54,73|. The product is NC1=NC=CC(=N1)N1C=NC2=C1C=C(C=C2)C#N (1-(2-aminopyrimidin-4-yl)-1H-1,3-benzodiazole-6-carbonitrile). Starting materials: CC(=O)O, Cc1ccc(C(=O)O)c2c1NCCC2, [Na+], [OH-]. Product: Cc1ccc(C(=O)O)c2c1N(C)CCC2. Reaction SMILES: [CH3:17][C:18](=[O:19])[OH:20].[CH3:1][c:2]1[cH:3][cH:4][c:5]([C:12](=[O:13])[OH:14])[c:6]2[c:11]1[NH:10][CH2:9][CH2:8][CH2:7]2.[Na+:16].[OH-:15]>>[CH3:1][c:2]1[cH:3][cH:4][c:5]([C:12](=[O:13])[OH:14])[c:6]2[c:11]1[N:10]([CH3:17])[CH2:9][CH2:8][CH2:7]2. Reactants: CC1=NC=2N(C=C1)N=C(N2)S(=O)(=O)NC2=C(C=CC=C2Cl)Cl (5-methyl-N-(2,6-dichlorophenyl)-1,2,4-triazolo[1,5-a]pyrimidine-2-sulfonamide), ice water, BrN1C(CCC1=O)=O (N-Bromosuccinimide). The solvent is C(C)(=O)O (acetic acid), C(C)(=O)OC(C)=O (acetic anhydride). Conditions: temperature 90 celsius, time 30 minute. Product: BrC=1C(=NC=2N(C1)N=C(N2)S(=O)(=O)NC2=C(C=CC=C2Cl)Cl)C (6-bromo-5-methyl-N-(2,6-dichlorophenyl)-1,2,4-triazolo[1,5-a]pyrimidine-2-sulfonamide). Reaction SMILES: [CH3:1][C:2]1[CH:7]=[CH:6][N:5]2[N:8]=[C:9]([S:11]([NH:14][C:15]3[C:20]([Cl:21])=[CH:19][CH:18]=[CH:17][C:16]=3[Cl:22])(=[O:13])=[O:12])[N:10]=[C:4]2[N:3]=1.[Br:23]N1C(=O)CCC1=O>C(O)(=O)C.C(OC(=O)C)(=O)C>[Br:23][C:7]1[C:2]([CH3:1])=[N:3][C:4]2[N:5]([N:8]=[C:9]([S:11]([NH:14][C:15]3[C:16]([Cl:22])=[CH:17][CH:18]=[CH:19][C:20]=3[Cl:21])(=[O:13])=[O:12])[N:10]=2)[CH:6]=1. Procedure details: A suspension of 4.0 g (11 mmol) of 5-methyl-N-(2,6-dichlorophenyl)-1,2,4-triazolo[1,5-a]pyrimidine-2-sulfonamide in 50 ml of glacial acetic acid and 10 ml of acetic anhydride was stirred at 90° C. for 30 minutes. N-Bromosuccinimide (2.4 g, 13 mmol) was added to this hot solution, and the reaction mixture was stirred at 90° C. for 60 minutes. The solution was cooled and poured into 200 ml of ice water. A solid which separated was collected and dried. This crude product was purified by dissolving ... Reactants: C(C)(C)(C)OC(NC1=NC2=CC=C(C=C2CN1CCC)OC1=CC(=CC=C1)NC(=O)OCC1=CC=CC=C1)=O ([6-(3-benzyloxycarbonylamino-phenoxy)-3-propyl-3,4-dihydro-quinazolin-2-yl]-carbamic acid tert-butyl ester), O=[Si]=O (Dicalite). Reagents/catalysts: [Pd] (Pd/C). Run in CO (methanol). Yields the product C(C)(C)(C)OC(NC1=NC2=CC=C(C=C2CN1CCC)OC1=CC(=CC=C1)N)=O ([6-(3-Amino-phenoxy)-3-propyl-3,4-dihydro-quinazolin-2-yl]-carbamic acid tert-butyl ester). Reaction SMILES: [C:1]([O:5][C:6](=[O:39])[NH:7][C:8]1[N:17]([CH2:18][CH2:19][CH3:20])[CH2:16][C:15]2[C:10](=[CH:11][CH:12]=[C:13]([O:21][C:22]3[CH:27]=[CH:26][CH:25]=[C:24]([NH:28]C(OCC4C=CC=CC=4)=O)[CH:23]=3)[CH:14]=2)[N:9]=1)([CH3:4])([CH3:3])[CH3:2].O=[Si]=O>CO.[Pd]>[C:1]([O:5][C:6](=[O:39])[NH:7][C:8]1[N:17]([CH2:18][CH2:19][CH3:20])[CH2:16][C:15]2[C:10](=[CH:11][CH:12]=[C:13]([O:21][C:22]3[CH:27]=[CH:26][CH:25]=[C:24]([NH2:28])[CH:23]=3)[CH:14]=2)[N:9]=1)([CH3:2])([CH3:3])[CH3:4]. Reported procedure: A mixture of [6-(3-benzyloxycarbonylamino-phenoxy)-3-propyl-3,4-dihydro-quinazolin-2-yl]-carbamic acid tert-butyl ester (0.008 mol) in methanol (150 mL) was hydrogenated with 10% Pd/C (1 g) as a catalyst. After uptake of H2 gas (1 equiv.), the reaction mixture was filtered over Dicalite and the filtrate was evaporated. The residue was stirred in diisopropyl ether and the resulting precipitate was filtered off and dried to yield the title compound as a solid. The reactants are O.O.O.O.O.O.O.O.O.[S-2].[Na+].[Na+] (sodium sulfide nonahydrate), O (water), ClC1=NC=CN=C1 (chloropyrazine), BrC=1SC(=CN1)[N+](=O)[O-] (2-bromo-5-nitrothiazole). Run in CN(C=O)C (dimethyl formamide), CN(C=O)C (dimethyl formamide). Run at temperature 40 celsius, time 8 hour. Yields the product [N+](=O)([O-])C1=CN=C(S1)SC1=NC=CN=C1 (((5-nitro-2-thiazolyl)thio)Pyrazine). Isolated yield 72.0%. Reaction SMILES: O.O.O.O.O.O.O.O.O.[S-2:10].[Na+].[Na+].Cl[C:14]1[CH:19]=[N:18][CH:17]=[CH:16][N:15]=1.Br[C:21]1[S:22][C:23]([N+:26]([O-:28])=[O:27])=[CH:24][N:25]=1.O>CN(C)C=O>[N+:26]([C:23]1[S:22][C:21]([S:10][C:14]2[CH:19]=[N:18][CH:17]=[CH:16][N:15]=2)=[N:25][CH:24]=1)([O-:28])=[O:27] |f:0.1.2.3.4.5.6.7.8.9.10.11|. Procedure: To a solution of 60.0 g (0.25 mol) of sodium sulfide nonahydrate in 500 ml of dimethyl formamide was gradually added 29 g (0.25 mol) of chloropyrazine in 100 ml of dimethyl formamide. The solution was stirred overnight at approximately 40° C. following which 52.5 g (0.25 mol) of 2-bromo-5-nitrothiazole was added as a solid. This reaction mixture was stirred at room temperature for 4 hours. After this period it was poured into water. The resulting precipitate was collected by suction filtration, ... Reactants: S(=O)([O-])[O-].[Na+].[Na+] (sodium sulfite), C(C)C12CC3CC(CC(C1)C3)C2 (ethyl adamantane), BrBr (bromine), BrBr (bromine). The product is BrC12CC3(CC(CC(C1)C3)C2)CC (1-Bromo-3-ethyl Adamantane). Yield: 83.0%. Reaction SMILES: [CH2:1]([C:3]12[CH2:12][CH:7]3[CH2:8][CH:9]([CH2:11][CH:5]([CH2:6]3)[CH2:4]1)[CH2:10]2)[CH3:2].[Br:13]Br.S([O-])([O-])=O.[Na+].[Na+]>>[Br:13][C:5]12[CH2:11][CH:9]3[CH2:8][CH:7]([CH2:12][C:3]([CH2:1][CH3:2])([CH2:10]3)[CH2:4]1)[CH2:6]2 |f:2.3.4|. Reported procedure: Mix 0.034 mol of ethyl adamantane with a ten times excess of bromine (0.33 mol). Heat slowly and stir under reflux for 4 hrs. Then allow to cool and pour onto ice water. Decompose the excess bromine with sodium sulfite until discoloration of the aqueous solution. Subsequently extract with ether, wash the combined organic phases with sodium bicarbonate solution, dry with magnesium sulfate, filter and evaporate to dryness under vacuum. Recrystallize the residue from methanol. (Yield: 83%). The reactants are C[Si]([Si](C)(C)C)(C)C.[Li] (lithium hexamethyl disilane), O.NN (Hydrazine monohydrate), S1C2=C(C=C1)C(CC2)=O (5,6-Dihydro-cyclopenta[b]thiophen-4-one), N(=C=S)C1=C(C=CC=C1)OC(F)(F)F (1-Isothiocyanato-2-trifluoromethoxy-benzene). Run in C(C)(=O)O (acetic acid), C1CCOC1 (THF), O (water). Reaction conditions: time 8 hour. Product: S1C=2CC3=C(C2C=C1)NN=C3NC3=C(C=CC=C3)OC(F)(F)F ((4,7-Dihydro-1-thia-4,5-diaza-cyclopenta[a]pentalen-6-yl)-(2-trifluoromethoxy-phenyl)-amine). Yield: 33.0%. As a reaction SMILES: [S:1]1[CH:5]=[CH:4][C:3]2[C:6](=O)[CH2:7][CH2:8][C:2]1=2.[N:10]([C:13]1[CH:18]=[CH:17][CH:16]=[CH:15][C:14]=1[O:19][C:20]([F:23])([F:22])[F:21])=[C:11]=S.C[Si](C)(C)[Si](C)(C)C.[Li].O.[NH2:34][NH2:35]>C1COCC1.O.C(O)(=O)C>[S:1]1[CH:5]=[CH:4][C:3]2[C:6]3[NH:34][N:35]=[C:11]([NH:10][C:13]4[CH:18]=[CH:17][CH:16]=[CH:15][C:14]=4[O:19][C:20]([F:23])([F:22])[F:21])[C:7]=3[CH2:8][C:2]1=2 |f:2.3,4.5,^1:31|. Reported procedure: A mixture of 5,6-Dihydro-cyclopenta[b]thiophen-4-one (1.0 g, 7.4 mmol) and 1-Isothiocyanato-2-trifluoromethoxy-benzene (1.6 g, 7.4 mmol) in THF (2.0 mL) was added to lithium hexamethyl disilane (7.0 mL, 7.2 mmol) dropwise at room temperature. The reaction mixture was stirred for 8 hr. Hydrazine monohydrate (0.4 mL, 7.9 mmol) and glacial acetic acid (0.5 mL) were added to the reaction mixture, which was then heated at the reflux temperature for 24 hr. The resulting mixture was added to water (30 ...